This data is from the Open Reaction Database (ORD), a public repository of structured organic reaction records. The task is: describe an organic reaction: reactants, conditions, products, and yield Starting materials: FC1=CC=C(C=C1)N1CCNCC1 (1-(4-fluorophenyl)piperazine), C=CC1=CC=CC=C1 (styrene), [Li]CCCC (n-BuLi). The product is FC1=CC=C(C=C1)N1CCN(CC1)CCC1=CC=CC=C1 (1-(4-fluorophenyl)-4-(2-phenyl-1-ethyl)piperazine). RXN SMILES: [F:1][C:2]1[CH:7]=[CH:6][C:5]([N:8]2[CH2:13][CH2:12][NH:11][CH2:10][CH2:9]2)=[CH:4][CH:3]=1.[CH2:14]=[CH:15][C:16]1[CH:21]=[CH:20][CH:19]=[CH:18][CH:17]=1.[Li]CCCC>>[F:1][C:2]1[CH:3]=[CH:4][C:5]([N:8]2[CH2:13][CH2:12][N:11]([CH2:14][CH2:15][C:16]3[CH:21]=[CH:20][CH:19]=[CH:18][CH:17]=3)[CH2:10][CH2:9]2)=[CH:6][CH:7]=1. Procedure: According to GP, 2.22 mmol (=0.40 g) of 1-(4-fluorophenyl)piperazine and 2.22 mmol (=0.23 g=0.25 ml) of styrene are reacted with 5 mol % (=0.111 mmol=70 μl) of n-BuLi solution. Column-chromatographic separation with ethyl acetate/n-hexane (3:1) gives the product 1-(4-fluorophenyl)-4-(2-phenyl-1-ethyl)piperazine as a light-brown solid. Starting materials: CCC1(O)CN(C(=O)OC(C)(C)C)C1, ClCCl, O=C(O)C(F)(F)F. The product is CCC1(O)CNC1, O=C(O)C(F)(F)F. RXN SMILES: [CH2:1]([CH3:2])[C:3]1([OH:14])[CH2:4][N:5]([C:7]([O:8][C:9]([CH3:10])([CH3:11])[CH3:12])=[O:13])[CH2:6]1.[Cl:22][CH2:23][Cl:24].[F:15][C:16]([C:17](=[O:18])[OH:19])([F:20])[F:21]>>[CH2:1]([CH3:2])[C:3]1([OH:14])[CH2:4][NH:5][CH2:6]1.[F:15][C:16]([C:17](=[O:18])[OH:19])([F:20])[F:21]. Reactants: ClS(=O)(=O)C=1C=C(C(=O)O)C=CC1 (3-(chlorosulfonyl)benzoic acid), ClS(=O)(=O)C1=C(C(=O)O)C=CC=C1 (chlorosulfonylbenzoic acid), [OH-].[Na+] (sodium hydroxide). The solvent is O (water), O (water), O (water), ClC1=CC=CC=C1 (chlorobenzene), O (water). Run at temperature 100 celsius. Yields the product S(=O)(=O)(O)C=1C=C(C(=O)[O-])C=CC1.[Na+] (sodium 3-sulfobenzoate). Isolated yield 93.3%. Reaction SMILES: Cl[S:2]([C:5]1[CH:6]=[C:7]([CH:11]=[CH:12][CH:13]=1)[C:8]([OH:10])=[O:9])(=[O:4])=[O:3].ClS(C1C=CC=CC=1C(O)=O)(=O)=[O:16].[OH-].[Na+:28]>O.ClC1C=CC=CC=1>[S:2]([C:5]1[CH:6]=[C:7]([CH:11]=[CH:12][CH:13]=1)[C:8]([O-:10])=[O:9])([OH:16])(=[O:4])=[O:3].[Na+:28] |f:2.3,6.7|. Reported procedure: 273.6 g of 3-(chlorosulfonyl)benzoic acid containing 28.6% water (corresponding to 195.3 g (0.89 mol) of 100% chlorosulfonylbenzoic acid) are admixed with 50 g of water and 500 g of chlorobenzene and heated in a water separator. A total of 106 ml of water are expelled. After cooling the reaction mixture to 100° C., 108 g (0.89 mol) of 33% strength sodium hydroxide solution are added dropwise over 30 minutes. Subsequently a further 90 ml of water are expelled. After cooling, the precipitated prod... The reactants are C(C)(=O)O[C@H]1[C@@H](CCCC1)OC1=CC=C(C=C1)Br ((1R,2R)-2-(4-bromophenoxy)cyclohexyl acetate), O.[OH-].[Li+] (lithium hydroxide hydrate). Solvent: CO (methanol), O (water). Run at temperature 0 celsius, time 15 minute. Yields the product BrC1=CC=C(O[C@H]2[C@@H](CCCC2)O)C=C1 ((1R,2R)-2-(4-bromophenoxy)cyclohexanol). As a reaction SMILES: C([O:4][C@@H:5]1[CH2:10][CH2:9][CH2:8][CH2:7][C@H:6]1[O:11][C:12]1[CH:17]=[CH:16][C:15]([Br:18])=[CH:14][CH:13]=1)(=O)C.O.[OH-].[Li+]>CO.O>[Br:18][C:15]1[CH:16]=[CH:17][C:12]([O:11][C@@H:6]2[CH2:7][CH2:8][CH2:9][CH2:10][C@H:5]2[OH:4])=[CH:13][CH:14]=1 |f:1.2.3|. Procedure: A solution of (1R,2R)-2-(4-bromophenoxy)cyclohexyl acetate (2.047 g, 6.54 mmol) in methanol (12.2 mL) and water (0.32 mL) was cooled to 0° C. and treated with lithium hydroxide hydrate (95%, 1.73 g, 39.2 mmol). The reaction was stirred at 0° C. for 15 minutes, then allowed to warm and stir at room temperature for 18 hours. The methanol was removed under reduced pressure, and the aqueous residue was partitioned between ethyl acetate (200 mL) and water (100 mL). After extraction of the aqueous lay... Starting materials: petroleum ether ethyl acetate, S1C=C(C=C1)C=1C=C(C=CC1)CO (3-(3-thienyl)phenylmethanol), N1=CC=CC=C1 (pyridine), ClC(=C[C@H]1C([C@H]1C(=O)Cl)(C)C)Cl (cis-3-(2,2-dichloroethenyl)-2,2-dimethylcyclopropanecarbonyl chloride). The solvent is C(Cl)Cl (methylene chloride), C(Cl)Cl (methylene chloride), C(Cl)Cl (methylene chloride). Reaction conditions: time 17 hour. Product: ClC(=C[C@H]1C([C@H]1C(=O)OCC1=CC(=CC=C1)C1=CSC=C1)(C)C)Cl (3-(3-thienyl)-phenylmethyl cis-3-(2,2-dichloroetheny)-2,2-dimethylcyclopropanecarboxylate). The yield is 5.2%. As a reaction SMILES: [S:1]1[CH:5]=[CH:4][C:3]([C:6]2[CH:7]=[C:8]([CH2:12][OH:13])[CH:9]=[CH:10][CH:11]=2)=[CH:2]1.N1C=CC=CC=1.[Cl:20][C:21]([Cl:31])=[CH:22][C@@H:23]1[C@H:25]([C:26](Cl)=[O:27])[C:24]1([CH3:30])[CH3:29]>C(Cl)Cl>[Cl:20][C:21]([Cl:31])=[CH:22][C@@H:23]1[C@H:25]([C:26]([O:13][CH2:12][C:8]2[CH:9]=[CH:10][CH:11]=[C:6]([C:3]3[CH:4]=[CH:5][S:1][CH:2]=3)[CH:7]=2)=[O:27])[C:24]1([CH3:29])[CH3:30]. Procedure: To a stirred solution of 1.0 g (0.005 mol) of 3-(3-thienyl)phenylmethanol and 0.5 g (0.005 mol) of pyridine in 25 mL of methylene chloride was added in one portion 1.2 g (0.005 mol) of cis-3-(2,2-dichloroethenyl)-2,2-dimethylcyclopropanecarbonyl chloride in 5 mL of methylene chloride. The reaction mixture was stirred at ambient temperature for 17 hours, then transferred to a separatory funnel, and diluted with 200 mL of methylene chloride. The solution was washed with 200 mL of aqueous 2 N hydro... The reactants are CCS(=O)(=O)N(CCCCC(=O)OC)C1CC(C)(C)Oc2ccc(C)cc21, CO, Cl, [K+], [OH-]. The product is CCS(=O)(=O)N(CCCCC(=O)O)C1CC(C)(C)Oc2ccc(C)cc21. RXN SMILES: [CH2:1]([CH3:2])[S:3](=[O:4])(=[O:5])[N:6]([CH2:7][CH2:8][CH2:9][CH2:10][C:11](=[O:12])[O:13][CH3:14])[CH:15]1[CH2:16][C:17]([CH3:26])([CH3:27])[O:18][c:19]2[cH:20][cH:21][c:22]([CH3:25])[cH:23][c:24]21.[CH3:31][OH:32].[ClH:30].[K+:29].[OH-:28]>>[CH2:1]([CH3:2])[S:3](=[O:4])(=[O:5])[N:6]([CH2:7][CH2:8][CH2:9][CH2:10][C:11](=[O:12])[OH:13])[CH:15]1[CH2:16][C:17]([CH3:26])([CH3:27])[O:18][c:19]2[cH:20][cH:21][c:22]([CH3:25])[cH:23][c:24]21. Reactants: [OH-].[K+] (potassium hydroxide), OC1=CC=C(C2=COC3=CC(=CC=C3C2=O)O)C=C1 (4′,7-Dihydroxyisoflavone), ClCC=1N=C(OC1)C1=CC(=CC(=C1)F)C(F)(F)F (4-(chloromethyl)-2-[5-fluoro-3-(trifluoromethyl)phenyl]-1,3-oxazole), [I-].[Na+] (sodium iodide). Solvent: O (water), CS(=O)C (dimethylsulfoxide). Conditions: temperature 60 celsius. The product is FC=1C=C(C=C(C1)C=1OC=C(N1)COC1=CC=C2C(C(=COC2=C1)C1=CC=C(C=C1)O)=O)C(F)(F)F (7-({2-[5-fluoro-3-(trifluoromethyl)phenyl]-(1,3-oxazol-4-yl)}methoxy)-3-(4-hydroxyphenyl)chromen-4-one). As a reaction SMILES: [OH:1][C:2]1[CH:19]=[CH:18][C:5]([C:6]2[C:15](=[O:16])[C:14]3[C:9](=[CH:10][C:11]([OH:17])=[CH:12][CH:13]=3)[O:8][CH:7]=2)=[CH:4][CH:3]=1.Cl[CH2:21][C:22]1[N:23]=[C:24]([C:27]2[CH:32]=[C:31]([F:33])[CH:30]=[C:29]([C:34]([F:37])([F:36])[F:35])[CH:28]=2)[O:25][CH:26]=1.[I-].[Na+].[OH-].[K+]>O.CS(C)=O>[F:33][C:31]1[CH:30]=[C:29]([C:34]([F:35])([F:36])[F:37])[CH:28]=[C:27]([C:24]2[O:25][CH:26]=[C:22]([CH2:21][O:17][C:11]3[CH:10]=[C:9]4[C:14]([C:15](=[O:16])[C:6]([C:5]5[CH:18]=[CH:19][C:2]([OH:1])=[CH:3][CH:4]=5)=[CH:7][O:8]4)=[CH:13][CH:12]=3)[N:23]=2)[CH:32]=1 |f:2.3,4.5|. Procedure: 4′,7-Dihydroxyisoflavone (101.7 mg, 0.40 mmol), 4-(chloromethyl)-2-[5-fluoro-3-(trifluoromethyl)phenyl]-1,3-oxazole, prepared as described in Example 1 (111.8 mg, 040 mmol, 1.0 equiv.), sodium iodide (59.6 mg, 0.40 mmol, 1.0 equiv), and potassium hydroxide powder (22.4 mg, 0.4 mmol, 1.0 equiv) were placed in a 25 mL flask equipped with a condenser. To the flask was added dimethylsulfoxide (3 mL) at room temperature under nitrogen. The solution was heated at 60° C. for 1 hour. To the mixture were...